Dataset: the Open Reaction Database (ORD), a public repository of structured organic reaction records. Task: describe an organic reaction: reactants, conditions, products, and yield Starting materials: CC(C)C(=O)c1cccc(Br)c1, COC(OC)OC, Cc1ccccc1, O, OCCO, Cc1ccc(S(=O)(=O)O)cc1. The product is CC(C)C1(c2cccc(Br)c2)OCCO1. Reaction SMILES: [Br:1][c:2]1[cH:3][c:4]([C:8]([CH:9]([CH3:10])[CH3:11])=[O:12])[cH:5][cH:6][cH:7]1.[CH3:17][O:18][CH:19]([O:20][CH3:21])[O:22][CH3:23].[CH3:35][c:36]1[cH:37][cH:38][cH:39][cH:40][cH:41]1.[OH2:42].[OH:13][CH2:14][CH2:15][OH:16].[c:24]1([CH3:25])[cH:26][cH:27][c:28]([S:29]([OH:30])(=[O:31])=[O:32])[cH:33][cH:34]1>>[Br:1][c:2]1[cH:3][c:4]([C:8]2([CH:9]([CH3:10])[CH3:11])[O:12][CH2:15][CH2:14][O:13]2)[cH:5][cH:6][cH:7]1. Reactants: CC(C)(C)OC(=O)CC(CCCC1CCCCC1)c1nc(CS(=O)(=O)c2ccccc2)no1, O=C(O)C(F)(F)F. Product: O=C(O)CC(CCCC1CCCCC1)c1nc(CS(=O)(=O)c2ccccc2)no1. Reaction SMILES: [CH:1]1([CH2:7][CH2:8][CH2:9][CH:10]([CH2:11][C:12](=[O:13])[O:14][C:15]([CH3:16])([CH3:17])[CH3:18])[c:19]2[n:20][c:21]([CH2:24][S:25](=[O:26])(=[O:27])[c:28]3[cH:29][cH:30][cH:31][cH:32][cH:33]3)[n:22][o:23]2)[CH2:2][CH2:3][CH2:4][CH2:5][CH2:6]1.[OH:34][C:35]([C:36]([F:37])([F:38])[F:39])=[O:40]>>[CH:1]1([CH2:7][CH2:8][CH2:9][CH:10]([CH2:11][C:12](=[O:13])[OH:14])[c:19]2[n:20][c:21]([CH2:24][S:25](=[O:26])(=[O:27])[c:28]3[cH:29][cH:30][cH:31][cH:32][cH:33]3)[n:22][o:23]2)[CH2:2][CH2:3][CH2:4][CH2:5][CH2:6]1. Reactants: [Na] (sodium), Cl (hydrochloric acid), C(CC(=O)OCC)(=O)OCC (diethyl malonate), NC1=C(C#N)C=CC=N1 (2-aminonicotinonitrile). Solvent: O (water), C(C)O (ethanol). Run at time 5 minute. Yields the product C(C)OC(=O)C=1C(NC2=NC=CC=C2C1N)=O (4-Amino-1,2-Dihydro-2-Oxo-1,8-Naphthyridine-3-Carboxylic Acid Ethyl Ester). RXN SMILES: [Na].[C:2]([O:10]CC)(=O)[CH2:3][C:4]([O:6][CH2:7][CH3:8])=[O:5].[NH2:13][C:14]1[N:21]=[CH:20][CH:19]=[CH:18][C:15]=1[C:16]#[N:17].Cl>O.C(O)C>[CH2:7]([O:6][C:4]([C:3]1[C:2](=[O:10])[NH:13][C:14]2[C:15]([C:16]=1[NH2:17])=[CH:18][CH:19]=[CH:20][N:21]=2)=[O:5])[CH3:8] |^1:0|. Procedure details: To a solution of 4.14 g (0.18 g. atom) of sodium in 100 ml. of ethanol was added 28.8 g. (0.18 mole) of diethyl malonate. After stirring at room temperature for 5 minutes, 7.14 g. (0.06 mole) of 2-aminonicotinonitrile was added and the mixture was heated under reflux for 6 hours. The mixture was cooled and was diluted with 100 ml. of water and was acidified with conc. hydrochloric acid. On cooling, a precipitate was formed which was collected and was triturated with 1000 ml. of boiling ethanol. ... The reactants are ClCOCC (chloromethylethyl ether), C[Si](C)(C)C(C(=O)N)[Si](C)(C)C (bis-trimethylsilylacetamide), C(C)(C)C=1C(NC(NC1)=O)=O (5-isopropyluracil). Reagents/catalysts: [I-].C(CCC)[N+](CCCC)(CCCC)CCCC (tetra-n-butylammonium iodide). Solvent: ClCCl (dichloromethane). Conditions: time 1 hour. Product: C(C)OCN1C(=O)NC(=O)C(=C1)C(C)C (1-ethoxymethyl-5-isopropyluracil). As a reaction SMILES: [CH:1]([C:4]1[C:5](=[O:11])[NH:6][C:7](=[O:10])[NH:8][CH:9]=1)([CH3:3])[CH3:2].C[Si](C([Si](C)(C)C)C(N)=O)(C)C.Cl[CH2:25][O:26][CH2:27][CH3:28]>ClCCl.[I-].C([N+](CCCC)(CCCC)CCCC)CCC>[CH2:27]([O:26][CH2:25][N:8]1[CH:9]=[C:4]([CH:1]([CH3:3])[CH3:2])[C:5](=[O:11])[NH:6][C:7]1=[O:10])[CH3:28] |f:4.5|. Reported procedure: To a suspension of 5-isopropyluracil (18 g) in dichloromethane (230 ml) was added bis-trimethylsilylacetamide (60.7 ml) and the mixture stirred for 1 hr at room temperature. To the solution were added tetra-n-butylammonium iodide (0.46 g) and chloromethylethyl ether (10.7 ml) at room temperature and the mixture stirred for 1.5 hr. The resultant mixture was washed and partitioned with cooled water (50 ml) (×2). The organic layer was concentrated under reduced pressure. The residue was crystallize... Starting materials: C(C)O (ethanol), ClP1OC2=C(C3=C1C=CC=C3)C=CC=C2 (6-chloro-(6H)-dibenzo[c,e][1,2]-oxaphosphorine), N (ammonia). Solvent: C1(=CC=CC=C1)C (toluene), C1(=CC=CC=C1)C (toluene). Yields the product C(C)OP1OC2=C(C3=C1C=CC=C3)C=CC=C2 (6-ethoxy-(6H)-dibenzo[c,e][1,2]oxaphosphorine). Isolated yield 96.0%. Reaction SMILES: Cl[P:2]1[C:7]2[CH:8]=[CH:9][CH:10]=[CH:11][C:6]=2[C:5]2[CH:12]=[CH:13][CH:14]=[CH:15][C:4]=2[O:3]1.[CH2:16]([OH:18])[CH3:17].N>C1(C)C=CC=CC=1>[CH2:16]([O:18][P:2]1[C:7]2[CH:8]=[CH:9][CH:10]=[CH:11][C:6]=2[C:5]2[CH:12]=[CH:13][CH:14]=[CH:15][C:4]=2[O:3]1)[CH3:17]. Procedure details: 300 g (1.28 mol) of 6-chloro-(6H)-dibenzo[c,e][1,2]-oxaphosphorine, dissolved in 346 ml of toluene, are added dropwise with stirring to a mixture of 76.5 g (1.663 mol) of absolute ethanol and 807 ml of toluene at -15° to -20° C. in the course of 1.5 hours. 23 g (1.35 mol) of ammonia are then introduced rapidly at this temperature. The mixture is further stirred and filtered off with suction and washed with toluene. The filtrate is concentrated by distillation at 12 mbar to an internal temperatur...